From a dataset of the Open Reaction Database (ORD), a public repository of structured organic reaction records. describe an organic reaction: reactants, conditions, products, and yield Starting materials: NC1=CC=C(C=C1)C1=C(NC2=CN=CC=C21)C(=O)N (3-(4-aminophenyl)-1H-pyrrolo[2,3-c]pyridine-2-carboxamide), FC=1C=C(C=C(C1)C(F)(F)F)N=C=O (3-fluoro-5-trifluoromethylphenyl isocyanate). The product is pale yellow solid, FC=1C=C(C=C(C1)C(F)(F)F)NC(NC1=CC=C(C=C1)C1=C(NC2=CN=CC=C21)C(=O)N)=O (3-{4-[3-(3-fluoro-5-trifluoromethylphenyl)ureido]-phenyl}-1H-pyrrolo[2,3-c]pyridine-2-carboxamide). As a reaction SMILES: [NH2:1][C:2]1[CH:7]=[CH:6][C:5]([C:8]2[C:16]3[C:11](=[CH:12][N:13]=[CH:14][CH:15]=3)[NH:10][C:9]=2[C:17]([NH2:19])=[O:18])=[CH:4][CH:3]=1.[F:20][C:21]1[CH:22]=[C:23]([N:31]=[C:32]=[O:33])[CH:24]=[C:25]([C:27]([F:30])([F:29])[F:28])[CH:26]=1>>[F:20][C:21]1[CH:22]=[C:23]([NH:31][C:32](=[O:33])[NH:1][C:2]2[CH:3]=[CH:4][C:5]([C:8]3[C:16]4[C:11](=[CH:12][N:13]=[CH:14][CH:15]=4)[NH:10][C:9]=3[C:17]([NH2:19])=[O:18])=[CH:6][CH:7]=2)[CH:24]=[C:25]([C:27]([F:29])([F:30])[F:28])[CH:26]=1. Procedure: 69 mg of pale yellow solid 3-{4-[3-(3-fluoro-5-trifluoromethylphenyl)ureido]-phenyl}-1H-pyrrolo[2,3-c]pyridine-2-carboxamide are prepared as described in Example 1 starting with 3-(4-aminophenyl)-1H-pyrrolo[2,3-c]pyridine-2-carboxamide and 3-fluoro-5-trifluoromethylphenyl isocyanate. Starting materials: C(C1=CC=CC=C1)OC=1C(=NC(=NC1O)CC1(CCCC1)C1=CC(=CC=C1)Cl)C(=O)N(C(C)C)CCO (5-(Benzyloxy)-2-((1-(3-chlorophenyl)cyclopentyl)methyl)-6-hydroxy-N-(2-hydroxyethyl)-N-isopropylpyrimidine-4-carboxamide), C(C1=CC=CC=C1)OC1=C2N(C(=NC1=O)CC1(CCCC1)C1=CC=C(C=C1)C(F)(F)F)CCN(C2=O)C(C)C (9-Benzyloxy-2-isopropyl-6-[1-(4-trifluoromethyl-phenyl)-cyclopentylmethyl]-3,4-dihydro-2H-pyrazino[1,2-c]pyrimidine-1,8-dione). Product: C(C1=CC=CC=C1)OC1=C2N(C(=NC1=O)CC1(CCCC1)C1=CC(=CC=C1)Cl)CCN(C2=O)C(C)C (9-(Benzyloxy)-6-((1-(3-chlorophenyl)cyclopentyl)methyl)-2-isopropyl-3,4-dihydro-1H-pyrazino[1,2-c]pyrimidine-1,8(2H)-dione). As a reaction SMILES: [CH2:1]([O:8][C:9]1[C:10]([C:29]([N:31]([CH2:35][CH2:36]O)[CH:32]([CH3:34])[CH3:33])=[O:30])=[N:11][C:12]([CH2:16][C:17]2([C:22]3[CH:27]=[CH:26][CH:25]=[C:24]([Cl:28])[CH:23]=3)[CH2:21][CH2:20][CH2:19][CH2:18]2)=[N:13][C:14]=1[OH:15])[C:2]1[CH:7]=[CH:6][CH:5]=[CH:4][CH:3]=1.C(OC1C(=O)N=C(CC2(C3C=CC(C(F)(F)F)=CC=3)CCCC2)N2CCN(C(C)C)C(=O)C=12)C1C=CC=CC=1>>[CH2:1]([O:8][C:9]1[C:14](=[O:15])[N:13]=[C:12]([CH2:16][C:17]2([C:22]3[CH:27]=[CH:26][CH:25]=[C:24]([Cl:28])[CH:23]=3)[CH2:18][CH2:19][CH2:20][CH2:21]2)[N:11]2[CH2:36][CH2:35][N:31]([CH:32]([CH3:33])[CH3:34])[C:29](=[O:30])[C:10]=12)[C:2]1[CH:3]=[CH:4][CH:5]=[CH:6][CH:7]=1. Reported procedure: 9-(Benzyloxy)-6-((1-(3-chlorophenyl)cyclopentyl)methyl)-2-isopropyl-3,4-dihydro-1H-pyrazino[1,2-c]pyrimidine-1,8(2H)-dione (504) was synthesized as a white solid from 5-(benzyloxy)-2-((1-(3-)cyclopentyl)methyl)-6-hydroxy-N-(2-hydroxyethyl)-N-isopropylpyrimidine-4-carboxamide (503) following the procedure described for 9-benzyloxy-6-[1-(4-trifluoromethyl-phenyl)-cyclopentylmethyl]-2-isopropyl-3,4-dihydro-2H-pyrazino[1,2-c]pyrimidine-1,8-dione (247). Starting materials: CCOC(CCCNC(C)=O)OCC, O, O=S(=O)(O)O. The product is CC(=O)NCCCC=O. RXN SMILES: [CH2:1]([O:3][CH:4]([O:2][CH2:12][CH3:13])[CH2:5][CH2:6][CH2:7][NH:8][C:9]([CH3:10])=[O:11])[CH3:14].[OH2:20].[S:15](=[O:16])(=[O:17])([OH:18])[OH:19]>>[O:3]=[CH:4][CH2:5][CH2:6][CH2:7][NH:8][C:9]([CH3:10])=[O:11].